Dataset: the Open Reaction Database (ORD), a public repository of structured organic reaction records. Task: describe an organic reaction: reactants, conditions, products, and yield Yields the product N[C@@H]([C@@H](C)CC)C(=O)O (L-isoleucine). RXN SMILES: O=[CH:2][C@@H:3]([C@H]([C@@H]([C@@H](CO)O)O)O)O.[NH2:13][C@H:14]([C:18]([OH:20])=[O:19])[CH2:15][CH2:16]O.P([O-])(O)(O)=O.[K+].P([O-])([O-])(O)=O.[Na+].[Na+].S([O-])([O-])(=O)=O.[Mg+2].[Cl-].[Ca+2].[Cl-]>>[NH2:13][C@H:14]([C:18]([OH:20])=[O:19])[C@H:15]([CH2:2][CH3:3])[CH3:16] |f:2.3,4.5.6,7.8,9.10.11|. Starting materials: O=C[C@H](O)[C@@H](O)[C@H](O)[C@H](O)CO (glucose), N[C@@H](CCO)C(=O)O (L-homoserine), P(=O)(O)(O)[O-].[K+] (potassium dihydrogen phosphate), P(=O)(O)([O-])[O-].[Na+].[Na+] (disodium hydrogen phosphate), S(=O)(=O)([O-])[O-].[Mg+2] (magnesium sulfate), [Cl-].[Ca+2].[Cl-] (calcium chloride). Reported procedure: selecting a microorganism belonging to Escherichia coli which forms colonies more than 0.6 mm in diameter when cultured in 3 to 7 days at 30° to 35° C. when grown on minimum agar medium containing 0.5 wt. % glucose, 0.02 wt. % L-homoserine, 0.3 wt. % potassium dihydrogen phosphate, 0.6 wt. % disodium hydrogen phosphate, 0.01 wt. % magnesium sulfate, 20 mg/liter calcium chloride, and 2 wt. % agar (pH 7.2) supplemented with 20 mg/liter auxotrophic material and produces L-isoleucine in a nutrient m... Run at time 5 day. The reactants are Cn1cc(C(=O)O)c(=O)c2cc(F)c(F)c(C(F)(F)F)c21, c1ccncc1, c1cnc(N2CCCNCC2)nc1. Product: Cn1cc(C(=O)O)c(=O)c2cc(F)c(N3CCCN(c4ncccn4)CC3)c(C(F)(F)F)c21. As a reaction SMILES: [F:1][c:2]1[cH:3][c:4]2[c:5](=[O:21])[c:6]([C:18](=[O:19])[OH:20])[cH:7][n:8]([CH3:17])[c:9]2[c:10]([C:13]([F:14])([F:15])[F:16])[c:11]1[F:12].[cH:35]1[cH:36][cH:37][n:38][cH:39][cH:40]1.[n:22]1[c:23]([N:28]2[CH2:29][CH2:30][NH:31][CH2:32][CH2:33][CH2:34]2)[n:24][cH:25][cH:26][cH:27]1>>[F:1][c:2]1[cH:3][c:4]2[c:5](=[O:21])[c:6]([C:18](=[O:19])[OH:20])[cH:7][n:8]([CH3:17])[c:9]2[c:10]([C:13]([F:14])([F:15])[F:16])[c:11]1[N:31]1[CH2:30][CH2:29][N:28]([c:23]2[n:22][cH:27][cH:26][cH:25][n:24]2)[CH2:34][CH2:33][CH2:32]1. Starting materials: resultant mixture, C(C)(C)N(CC)C(C)C (N,N-Diisopropyl-N-ethylamine), stannic chloride, Cl (hydrochloric acid), SC=1C=NC=CC1 (3-mercaptopyridine), resultant mixture, C(C)(C)N(CC)C(C)C (N,N-diisopropyl-N-ethylamine), stannic chloride, Cl (hydrochloric acid), SC=1C=NC=CC1 (3-mercaptopyridine), C(C)(C)N(CC)C(C)C (N,N-diisopropyl-N-ethylamine), O=C1[C@@H](N2C([C@H]([C@H]2C1)C(C)(OC(=O)OCC1=CC=C(C=C1)[N+](=O)[O-])C)=O)C(=O)OCC1=CC=C(C=C1)[N+](=O)[O-] (4-nitrobenzyl (2R, 5R, 6R)-3,7-dioxo-6-[1-methyl-1-(4-nitrobenzyloxycarbonyloxy)ethyl]-1-azabicyclo[3.2.0]heptane-2-carboxylate), FC(S(=O)(=O)OS(=O)(=O)C(F)(F)F)(F)F (trifluoromethanesulfonic anhydride). The reagents and catalysts are CN(C)C1=CC=NC=C1 (4-(N,N-dimethylamino)pyridine). Solvent: CN(C=O)C (N,N-dimethylformamide), CN(C=O)C (N,N-dimethylformamide), ClCCl (dichloromethane), ClCCl (dichloromethane), ClCCl (dichloromethane). Run at temperature -30 celsius, time 20 minute. Product: CC(C)(OC(=O)OCC1=CC=C(C=C1)[N+](=O)[O-])[C@H]1[C@H]2CC(=C(N2C1=O)C(=O)OCC1=CC=C(C=C1)[N+](=O)[O-])SC=1C=NC=CC1 (4 -nitrobenzyl (5R,6R)-6-[1-methyl-1-(4-nitrobenzyloxycarbonyloxy)ethyl]-7-oxo-3-(3-pyridylthio)-1-azabicyclo[3.2.0]hept-2-ene-2-carboxylate). Yield: 55.4%. As a reaction SMILES: C(N(C(C)C)CC)(C)C.O=[C:11]1[CH2:17][C@H:16]2[N:13]([C:14](=[O:35])[C@H:15]2[C:18]([CH3:34])([O:20][C:21]([O:23][CH2:24][C:25]2[CH:30]=[CH:29][C:28]([N+:31]([O-:33])=[O:32])=[CH:27][CH:26]=2)=[O:22])[CH3:19])[C@H:12]1[C:36]([O:38][CH2:39][C:40]1[CH:45]=[CH:44][C:43]([N+:46]([O-:48])=[O:47])=[CH:42][CH:41]=1)=[O:37].FC(F)(F)S(OS(C(F)(F)F)(=O)=O)(=O)=O.Cl.[SH:65][C:66]1[CH:67]=[N:68][CH:69]=[CH:70][CH:71]=1>ClCCl.CN(C1C=CN=CC=1)C.CN(C)C=O>[CH3:19][C:18]([C@@H:15]1[C:14](=[O:35])[N:13]2[C@@H:16]1[CH2:17][C:11]([S:65][C:66]1[CH:67]=[N:68][CH:69]=[CH:70][CH:71]=1)=[C:12]2[C:36]([O:38][CH2:39][C:40]1[CH:41]=[CH:42][C:43]([N+:46]([O-:48])=[O:47])=[CH:44][CH:45]=1)=[O:37])([O:20][C:21]([O:23][CH2:24][C:25]1[CH:30]=[CH:29][C:28]([N+:31]([O-:33])=[O:32])=[CH:27][CH:26]=1)=[O:22])[CH3:34]. Reported procedure: A solution of N,N-diisopropyl-N-ethylamine (0.579 ml) in dichloromethane (5.21 ml) was added to a solution of 4-nitrobenzyl (2R, 5R, 6R)-3,7-dioxo-6-[1-methyl-1-(4-nitrobenzyloxycarbonyloxy)ethyl]-1-azabicyclo[3.2.0]heptane-2-carboxylate (1.50 g) and 4-(N,N-dimethylamino)pyridine (33.8 mg) in dichloromethane (75.0 ml) at -30° C. To this solution was added a solution of trifluoromethanesulfonic anhydride (0.489 ml) in dichloromethane (9.29 ml) and the mixture was stirred at -30° C. for 20 minutes... The reactants are IC=1C=NC=CC1 (3-iodopyridine), C1(=CC=CC=C1)C(CCN)C1=CC=CC=C1 (3,3-diphenylpropan-1-amine), C([O-])([O-])=O.[K+].[K+] (potassium carbonate), N1[C@@H](CCC1)C(=O)O ((S)-pyrrolidine-2-carboxylic acid). Reagents/catalysts: [Cu]I (copper(I) iodide). The solvent is CCOC(=O)C (EtOAc), CS(=O)C (DMSO). Reaction conditions: temperature 75 celsius. Yields the product C1(=CC=CC=C1)C(CCNC=1C=NC=CC1)C1=CC=CC=C1 (N-(3,3-diphenylpropyl)pyridin-3-amine). As a reaction SMILES: I[C:2]1[CH:3]=[N:4][CH:5]=[CH:6][CH:7]=1.[C:8]1([CH:14]([C:18]2[CH:23]=[CH:22][CH:21]=[CH:20][CH:19]=2)[CH2:15][CH2:16][NH2:17])[CH:13]=[CH:12][CH:11]=[CH:10][CH:9]=1.C(=O)([O-])[O-].[K+].[K+].N1CCC[C@H]1C(O)=O>CCOC(C)=O.[Cu]I.CS(C)=O>[C:18]1([CH:14]([C:8]2[CH:9]=[CH:10][CH:11]=[CH:12][CH:13]=2)[CH2:15][CH2:16][NH:17][C:2]2[CH:3]=[N:4][CH:5]=[CH:6][CH:7]=2)[CH:19]=[CH:20][CH:21]=[CH:22][CH:23]=1 |f:2.3.4|. Reported procedure: To a mixture of 3-iodopyridine (1.12 g, 5.46 mmol) and 3,3-diphenylpropan-1-amine (1.72 g, 8.14 mmol) was added potassium carbonate (1.49 g, 10.8 mmol), copper(I) iodide (0.126 g, 0.662 mmol), (S)-pyrrolidine-2-carboxylic acid (0.154 g, 1.34 mmol), and DMSO (3.5 mL). The reaction mixture was heated to 75° C. for 18 h and diluted with EtOAc. The organic phase was washed with water (1×), brine (1×), dried over MgSO4, filtered, and concentrated. Purification by flash column chromatography on silica... Reactants: C(#N)C1=CC2=C(N(C([C@H]([C@@H](N2C(=O)C2CCOCC2)C)NC([C@H](C)N(C(OC(C)(C)C)=O)C)=O)=O)CC2=C(C=NC3=CC=CC=C23)C2CC2)C=C1 (tert-butyl(S)-1-((3S,4S)-7-cyano-1-((3-cyclopropylquinolin-4-yl)methyl)-4-methyl-2-oxo-5-(tetrahydro-2H-pyran-4-carbonyl)-2,3,4,5-tetrahydro-1H-benzo[b][1,4]diazepin-3-ylamino)-1-oxopropan-2-yl(methyl)carbamate), Cl (HCl). Run in O1CCOCC1 (dioxane), CCOCC (Et2O). The product is Cl.Cl.C(#N)C1=CC2=C(N(C([C@H]([C@@H](N2C(=O)C2CCOCC2)C)NC([C@H](C)NC)=O)=O)CC2=C(C=NC3=CC=CC=C23)C2CC2)C=C1 ((S)-N-((3S,4S)-7-cyano-1-((3-cyclopropylquinolin-4-yl)methyl)-4-methyl-2-oxo-5-(tetrahydro-2H-pyran-4-carbonyl)-2,3,4,5-tetrahydro-1H-benzo[b][1,4]diazepin-3-yl)-2-(methylamino)propanamide dihydrochloride). Yield: 81.0%. Reaction SMILES: [C:1]([C:3]1[CH:51]=[CH:50][C:6]2[N:7]([CH2:36][C:37]3[C:46]4[C:41](=[CH:42][CH:43]=[CH:44][CH:45]=4)[N:40]=[CH:39][C:38]=3[CH:47]3[CH2:49][CH2:48]3)[C:8](=[O:35])[C@@H:9]([NH:21][C:22](=[O:34])[C@@H:23]([N:25](C)[C:26](=O)OC(C)(C)C)[CH3:24])[C@H:10]([CH3:20])[N:11]([C:12]([CH:14]3[CH2:19][CH2:18][O:17][CH2:16][CH2:15]3)=[O:13])[C:5]=2[CH:4]=1)#[N:2].[ClH:52]>O1CCOCC1.CCOCC>[ClH:52].[ClH:52].[C:1]([C:3]1[CH:51]=[CH:50][C:6]2[N:7]([CH2:36][C:37]3[C:46]4[C:41](=[CH:42][CH:43]=[CH:44][CH:45]=4)[N:40]=[CH:39][C:38]=3[CH:47]3[CH2:49][CH2:48]3)[C:8](=[O:35])[C@@H:9]([NH:21][C:22](=[O:34])[C@@H:23]([NH:25][CH3:26])[CH3:24])[C@H:10]([CH3:20])[N:11]([C:12]([CH:14]3[CH2:19][CH2:18][O:17][CH2:16][CH2:15]3)=[O:13])[C:5]=2[CH:4]=1)#[N:2] |f:4.5.6|. Procedure details: A rt solution of tert-butyl(S)-1-((3S,4S)-7-cyano-1-((3-cyclopropylquinolin-4-yl)methyl)-4-methyl-2-oxo-5-(tetrahydro-2H-pyran-4-carbonyl)-2,3,4,5-tetrahydro-1H-benzo[b][1,4]diazepin-3-ylamino)-1-oxopropan-2-yl(methyl)carbamate (53 mg, 76.3 μmol) in 4 M HCl in dioxane (381 μl) was stirred for 2 h. The reaction was diluted with Et2O and the solids were collected by vacuum filtration to provide (S)-N-((3S,4S)-7-cyano-1-((3-cyclopropylquinolin-4-yl)methyl)-4-methyl-2-oxo-5-(tetrahydro-2H-pyran-4-ca... Reactants: O.O.OC1=CC(=CC(=C1)O)O (1,3,5-trihydroxybenzene dihydrate), C1(CCC1)=CC(=O)O (Cyclobutylideneacetic Acid), Cl (hydrochloric acid). Solvent: ice water. Run at temperature 70 celsius, time 3 hour. Yields the product OC1=C2C(CC3(CCC3)OC2=CC(=C1)O)=O (5,7-Dihydroxyspiro[chromen-2,1′-cyclobutan]-4(3H)-one). Reaction SMILES: O.O.[OH:3][C:4]1[CH:9]=[C:8]([OH:10])[CH:7]=[C:6]([OH:11])[CH:5]=1.[C:12]1(=[CH:16][C:17](O)=[O:18])[CH2:15][CH2:14][CH2:13]1.Cl>>[OH:3][C:4]1[CH:9]=[C:8]([OH:10])[CH:7]=[C:6]2[C:5]=1[C:17](=[O:18])[CH2:16][C:12]1([O:11]2)[CH2:15][CH2:14][CH2:13]1 |f:0.1.2|. Procedure details: 8 g (49.34 mmol) of 1,3,5-trihydroxybenzene dihydrate and 6.64 g (59.21 mmol) of cyclo-butylideneacetic acid (Example 40A) are initially charged, 25 ml (197.4 mmol) of boron trifluoride/diethyl ether complex are added and the mixture is then heated to 70° C. After three hours, the mixture is cooled, poured into 600 ml of ice-water, acidified with 6 N hydrochloric acid and extracted repeatedly with ethyl acetate. The combined organic phases are washed twice with saturated sodium chloride solution...